Dataset: the Open Reaction Database (ORD), a public repository of structured organic reaction records. Task: describe an organic reaction: reactants, conditions, products, and yield The reactants are [C@@H]1([C@H](O)[C@H](O)[C@@H](CO)O1)N1C(=O)NC(=O)C=C1 (uridine), N[C@@H](CC(C)C)C(=O)O.N[C@@H](CC(C)C)C(=O)O (Leu L-leucine). The product is C1[C@@H]([C@H](O[C@H]1N2C=CC(=O)NC2=O)CO)O.[C@@H]1(C[C@H](O)[C@@H](CO)O1)N1C(=O)NC(=O)C=C1 (dUrd 2'-deoxyuridine). Reaction SMILES: [C@@H:1]1([N:10]2[CH:17]=[CH:16][C:14](=[O:15])[NH:13][C:11]2=[O:12])[O:9][C@H:6]([CH2:7][OH:8])[C@@H:4]([OH:5])[C@H:2]1O.N[C@H](C(O)=O)CC(C)C.N[C@H](C(O)=O)CC(C)C>>[CH2:2]1[C@H:1]([N:10]2[C:11](=[O:12])[NH:13][C:14](=[O:15])[CH:16]=[CH:17]2)[O:9][C@H:6]([CH2:7][OH:8])[C@H:4]1[OH:5].[C@@H:1]1([N:10]2[CH:17]=[CH:16][C:14](=[O:15])[NH:13][C:11]2=[O:12])[O:9][C@H:6]([CH2:7][OH:8])[C@@H:4]([OH:5])[CH2:2]1 |f:1.2,3.4|. Procedure details: Urd-uridine; Leu-L-leucine.